From a dataset of the Open Reaction Database (ORD), a public repository of structured organic reaction records. describe an organic reaction: reactants, conditions, products, and yield Reactants: NC1CN2CCC1CC2 (3-aminoquinuclidine), CN1CCOCC1 (N-methylmorpholine), CN1C(COC2=C1C=C(C=C2C(=O)Cl)C)=O (3,4-dihydro-4,6-dimethyl-3-oxo-2H-1,4-benzoxazine-8-carboxylic acid chloride). Solvent: C(Cl)(Cl)Cl (chloroform), C(Cl)(Cl)Cl (chloroform). Product: Cl.CN1C(COC2=C1C=C(C=C2C(=O)NC2CN1CCC2CC1)C)=O (3,4-dihydro-4,6-dimethyl-3-oxo-N-(3-quinuclidinyl)-2H-1,4-benzoxazine-8-carboxamide hydrochloride). Reaction SMILES: [NH2:1][CH:2]1[CH:7]2[CH2:8][CH2:9][N:4]([CH2:5][CH2:6]2)[CH2:3]1.CN1CCOCC1.[CH3:17][N:18]1[C:23]2[CH:24]=[C:25]([CH3:31])[CH:26]=[C:27]([C:28]([Cl:30])=[O:29])[C:22]=2[O:21][CH2:20][C:19]1=[O:32]>C(Cl)(Cl)Cl>[ClH:30].[CH3:17][N:18]1[C:23]2[CH:24]=[C:25]([CH3:31])[CH:26]=[C:27]([C:28]([NH:1][CH:2]3[CH:7]4[CH2:8][CH2:9][N:4]([CH2:5][CH2:6]4)[CH2:3]3)=[O:29])[C:22]=2[O:21][CH2:20][C:19]1=[O:32] |f:4.5|. Procedure details: To a solution of 2.56 g of 3-aminoquinuclidine and 2.16 g of N-methylmorpholine in 40 ml of chloroform is added a solution of 4.72 g of 3,4-dihydro-4,6-dimethyl-3-oxo-2H-1,4-benzoxazine-8-carboxylic acid chloride in 20 ml of chloroform under cooling and stirring followed by stirring for 3 hours. The resultant solution is washed with water, aqueous sodium hydrogen carbonate and then water, and dried over magnesium sulfate. After the solvent is distilled off under reduced pressure, the residue is ...